This data is from the Open Reaction Database (ORD), a public repository of structured organic reaction records. The task is: describe an organic reaction: reactants, conditions, products, and yield Reactants: C(F)(F)(F)S(=O)(=O)F (CF3SO2F), [OH-].[K+] (KOH). Yields the product C(F)(F)(F)S(=O)(=O)O[K] (CF3SO3K). Reaction SMILES: [C:1]([S:5](F)(=[O:7])=[O:6])([F:4])([F:3])[F:2].[OH-:9].[K+:10]>>[C:1]([S:5]([O:7][K:10])(=[O:9])=[O:6])([F:4])([F:3])[F:2] |f:1.2|. Procedure: That is, CH3SO2F is subjected to electrolytic fluorination using HF to obtain CF3SO2F. The resultant CF3SO2F is subjected to hydrolysis using KOH to obtain CF3SO3K. The CF3SO3K obtained is subjected to acid decomposition with the use of concentrated H2SO4 and if necessary, additionally fuming sulfuric acid at elevated temperature and under reduced pressure to obtain a CF3SO3H-containing reaction product. The reaction product obtained is subjected to simple distillation at a temperature of from 1... Reactants: C(C1=CC=CC=C1)OC1=C(C=C(C=CC(=O)O)C=C1)[N+](=O)[O-] (4-benzyloxy-3-nitrocinnamic acid), N1CCCCC1 (piperidine). Product: C(C1=CC=CC=C1)OC1=C(C=C(C=CC(=O)N2CCCCC2)C=C1)[N+](=O)[O-] (N-(4-Benzyloxy-3-nitrocinnamoyl)piperidine). Yield: 65.3%. RXN SMILES: [CH2:1]([O:8][C:9]1[CH:19]=[CH:18][C:12]([CH:13]=[CH:14][C:15]([OH:17])=O)=[CH:11][C:10]=1[N+:20]([O-:22])=[O:21])[C:2]1[CH:7]=[CH:6][CH:5]=[CH:4][CH:3]=1.[NH:23]1[CH2:28][CH2:27][CH2:26][CH2:25][CH2:24]1>>[CH2:1]([O:8][C:9]1[CH:19]=[CH:18][C:12]([CH:13]=[CH:14][C:15]([N:23]2[CH2:28][CH2:27][CH2:26][CH2:25][CH2:24]2)=[O:17])=[CH:11][C:10]=1[N+:20]([O-:22])=[O:21])[C:2]1[CH:3]=[CH:4][CH:5]=[CH:6][CH:7]=1. Procedure details: Following a procedure similar to that described in Example 1, but using 1 g of 4-benzyloxy-3-nitrocinnamic acid and 400 mg of piperidine, 0.8 g of the title compound were obtained, melting at 155°-156° C.